From a dataset of the Open Reaction Database (ORD), a public repository of structured organic reaction records. describe an organic reaction: reactants, conditions, products, and yield Starting materials: ClCCl, O=C(O)C(F)(F)F, CC(C)c1nc(C(=O)N2CCOC3(CCN(CCCCCC(C)(C)CO)CC3)C2)cs1. The product is CC(C)c1nc(C(=O)N2CCOC3(CCN(CCCCCC(C)(C)C=O)CC3)C2)cs1. RXN SMILES: [Cl:39][CH2:40][Cl:41].[OH:1][C:2]([C:3]([F:4])([F:5])[F:6])=[O:7].[OH:8][CH2:9][C:10]([CH2:11][CH2:12][CH2:13][CH2:14][CH2:15][N:16]1[CH2:17][CH2:18][C:19]2([CH2:20][N:21]([C:25](=[O:26])[c:27]3[n:28][c:29]([CH:32]([CH3:33])[CH3:34])[s:30][cH:31]3)[CH2:22][CH2:23][O:24]2)[CH2:35][CH2:36]1)([CH3:37])[CH3:38]>>[O:8]=[CH:9][C:10]([CH2:11][CH2:12][CH2:13][CH2:14][CH2:15][N:16]1[CH2:17][CH2:18][C:19]2([CH2:20][N:21]([C:25](=[O:26])[c:27]3[n:28][c:29]([CH:32]([CH3:33])[CH3:34])[s:30][cH:31]3)[CH2:22][CH2:23][O:24]2)[CH2:35][CH2:36]1)([CH3:37])[CH3:38]. Reactants: C(C)(C)(C)OC(=O)C1C(C2(C(N1)CC(C)(C)C)C(NC1=C(C(=CC=C12)Cl)F)=O)C1=C(C(=CC=C1)Cl)F (rac-(2′S,3′R,4′S,5′R)-6-chloro-4′-(3-chloro-2-fluoro-phenyl)-2′-(2,2-dimethyl-propyl)-7-fluoro-2-oxo-1,2-dihydro-spiro[indole-3,3′-pyrrolidine]-5′-carboxylic acid tert-butyl ester), FC(C(=O)O)(F)F (trifluoroacetic acid). Run in ClCCl (dichloromethane). Run at time 20 hour. The product is FC(C(=O)O)(F)F.ClC1=CC=C2C(=C1F)NC(C21C(NC(C1C1=C(C(=CC=C1)Cl)F)C(=O)O)CC(C)(C)C)=O (rac-(2′S,3′R,4′S,5′R)-6-chloro-4′-(3-chloro-2-fluoro-phenyl)-2′-(2,2-dimethyl-propyl)-7-fluoro-2-oxo-1,2-dihydro-spiro[indole-3,3′-pyrrolidine]-5′-carboxylic acid trifluoroacetic acid), solid. Isolated yield 94.0%. As a reaction SMILES: C([O:5][C:6]([CH:8]1[NH:12][CH:11]([CH2:13][C:14]([CH3:17])([CH3:16])[CH3:15])[C:10]2([C:25]3[C:20](=[C:21]([F:27])[C:22]([Cl:26])=[CH:23][CH:24]=3)[NH:19][C:18]2=[O:28])[CH:9]1[C:29]1[CH:34]=[CH:33][CH:32]=[C:31]([Cl:35])[C:30]=1[F:36])=[O:7])(C)(C)C.[F:37][C:38]([F:43])([F:42])[C:39]([OH:41])=[O:40]>ClCCl>[F:37][C:38]([F:43])([F:42])[C:39]([OH:41])=[O:40].[Cl:26][C:22]1[C:21]([F:27])=[C:20]2[NH:19][C:18](=[O:28])[C:10]3([CH:9]([C:29]4[CH:34]=[CH:33][CH:32]=[C:31]([Cl:35])[C:30]=4[F:36])[CH:8]([C:6]([OH:7])=[O:5])[NH:12][CH:11]3[CH2:13][C:14]([CH3:16])([CH3:15])[CH3:17])[C:25]2=[CH:24][CH:23]=1 |f:3.4|. Procedure details: A solution of rac-(2′S,3′R,4′S,5′R)-6-chloro-4′-(3-chloro-2-fluoro-phenyl)-2′-(2,2-dimethyl-propyl)-7-fluoro-2-oxo-1,2-dihydro-spiro[indole-3,3′-pyrrolidine]-5′-carboxylic acid tert-butyl ester (0.91 g, 1.7 mmol) in dichloromethane (10 mL) was added trifluoroacetic acid (5 mL). The reaction mixture was stirred at room temperature for 20 h, then concentrated. The residue was then triturated with ethyl ether hexanes, concentrated, dried in vacuo to give rac-(2′S,3′R,4′S,5′R)-6-chloro-4′-(3-chloro-... The reactants are BrC=1C=C(C=O)C=CC1OC (3-bromo-4-methoxybenzaldehyde), C(C)#N (acetonitrile). Product: BrC=1C=C(C=CC1OC)C(CC#N)O (3-(3-bromo-4-methoxyphenyl)-3-hydroxypropanenitrile). RXN SMILES: [Br:1][C:2]1[CH:3]=[C:4]([CH:7]=[CH:8][C:9]=1[O:10][CH3:11])[CH:5]=[O:6].[C:12](#[N:14])[CH3:13]>>[Br:1][C:2]1[CH:3]=[C:4]([CH:5]([OH:6])[CH2:13][C:12]#[N:14])[CH:7]=[CH:8][C:9]=1[O:10][CH3:11]. Reported procedure: Alkylation of 3-bromo-4-methoxybenzaldehyde with acetonitrile following the method used in Example 115 gave 3-(3-bromo-4-methoxyphenyl)-3-hydroxypropanenitrile as a pale orange oil. Yield (10.32 g, 96%): 1H NMR (400 MHz, DMSO-d6) δ 7.58 (d, J=2.0 Hz, 1H), 7.35 (dd, J=8.8, 2.0 Hz, 1H), 7.07 (d, J=8.8 Hz, 1H), 5.93 (d, J=4.4 Hz, 1H), 4.85-4.81 (m, 1H). 3.81 (s, 3H), 2.86 (ABd, J=16.4, 4.8 Hz, 1H), 2.79 (ABd, J=16.8, 6.8 Hz, 1H). Starting materials: OC1=CC=C(C(=O)O)C=C1 (parahydroxybenzoic acid), OC=1C=C2C=CC(=CC2=CC1)C(=O)O (HNCA), OC=1C=C2C=CC(=CC2=CC1)C(=O)O (6-hydroxy-2-naphthoic acid), O=[Sb]O[Sb]=O (antimony trioxide). The product is OC=1C=C2C=CC(=CC2=CC1)C(=O)O.OC1=CC=C(C(=O)O)C=C1 (HNCA PHBA). As a reaction SMILES: [OH:1][C:2]1[CH:10]=[CH:9][C:5]([C:6]([OH:8])=[O:7])=[CH:4][CH:3]=1.[OH:11][C:12]1[CH:13]=[C:14]2[C:19](=[CH:20][CH:21]=1)[CH:18]=[C:17]([C:22]([OH:24])=[O:23])[CH:16]=[CH:15]2.O=[Sb]O[Sb]=O>>[OH:11][C:12]1[CH:13]=[C:14]2[C:19](=[CH:20][CH:21]=1)[CH:18]=[C:17]([C:22]([OH:24])=[O:23])[CH:16]=[CH:15]2.[OH:1][C:2]1[CH:10]=[CH:9][C:5]([C:6]([OH:8])=[O:7])=[CH:4][CH:3]=1 |f:3.4|. Procedure details: Charging was conducted at a ratio of 0.6 mol of parahydroxybenzoic acid (PHBA) per mol of 6-hydroxy-2-naphthoic acid (HNCA), 110 ppm of a catalyst in the form of antimony trioxide was added based on the number of mols of HNCA, and the mixture was reacted for 4 hours at 300° C. under reduced pressure. Strands of molten polymer were extruded from the outlet, cooled, and cut to obtain HNCA+PHBA pellets.